Dataset: the Open Reaction Database (ORD), a public repository of structured organic reaction records. Task: describe an organic reaction: reactants, conditions, products, and yield The reactants are CC1(C)Cc2ccccc2C1=O, COC(=O)CCc1ccc(O)cc1. Product: COC(=O)CCc1ccc(OC2c3ccccc3CC2(C)C)cc1. As a reaction SMILES: [CH3:1][C:2]1([CH3:12])[C:3](=[O:11])[c:4]2[cH:5][cH:6][cH:7][cH:8][c:9]2[CH2:10]1.[OH:13][c:14]1[cH:15][cH:16][c:17]([CH2:20][CH2:21][C:22](=[O:23])[O:24][CH3:25])[cH:18][cH:19]1>>[CH3:1][C:2]1([CH3:12])[CH:3]([O:11][c:14]2[cH:15][cH:16][c:17]([CH2:20][CH2:21][C:22](=[O:23])[O:24][CH3:25])[cH:18][cH:19]2)[c:4]2[cH:5][cH:6][cH:7][cH:8][c:9]2[CH2:10]1. The reactants are OO (Hydrogen peroxide), O (water), C1(=CC=CC=C1)SC=1C2=C(SC1C(=O)OCC)C=C(C=C2)OCC=2C=NC=CC2 (Ethyl 3-(phenylsulfanyl)-6-(3-pyridylmethoxy)benzo[b]thiophene-2-carboxylate), C(C)(=O)O (acetic acid). Conditions: temperature 100 celsius. The product is C1(=CC=CC=C1)S(=O)(=O)C=1C2=C(SC1C(=O)OCC)C=C(C=C2)OCC=2C=NC=CC2 (Ethyl 3-(phenylsulfonyl)-6-(3-pyridylmethoxy)benzo[b]thiophene-2-carboxylate). Reaction SMILES: OO.[OH2:3].[C:4]1([S:10][C:11]2[C:12]3[CH:24]=[CH:23][C:22]([O:25][CH2:26][C:27]4[CH:28]=[N:29][CH:30]=[CH:31][CH:32]=4)=[CH:21][C:13]=3[S:14][C:15]=2[C:16]([O:18][CH2:19][CH3:20])=[O:17])[CH:9]=[CH:8][CH:7]=[CH:6][CH:5]=1.C(O)(=[O:35])C>>[C:4]1([S:10]([C:11]2[C:12]3[CH:24]=[CH:23][C:22]([O:25][CH2:26][C:27]4[CH:28]=[N:29][CH:30]=[CH:31][CH:32]=4)=[CH:21][C:13]=3[S:14][C:15]=2[C:16]([O:18][CH2:19][CH3:20])=[O:17])(=[O:35])=[O:3])[CH:5]=[CH:6][CH:7]=[CH:8][CH:9]=1. Procedure details: Hydrogen peroxide in water (0.42 ml of 30% w/v, 3.75 mmol) was added to a solution of ethyl 3-(phenylsulfanyl)-6-(3-pyridylmethoxy)benzo[b]thiophene-2-carboxylate (Example 1, 633 mg, 1.5 mmol) in acetic acid (4.5 ml). The mixture was heated to 100° C. for 90 minutes. The solvents were removed by evaporation under reduced pressure, and the residue was partitioned between ethyl acetate and aqueous sodium bicarbonate solution. The organic layer was separated, dried (magnesium sulfate) and concentra... Reactants: COC(=O)CC(=O)OC, C1CCOC1, C[Si](C)(C)[N-][Si](C)(C)C, CSc1nccc2c1cc1n2CCC1O, [Na+], O=P(Cl)(Oc1ccccc1)Oc1ccccc1. Yields the product COC(=O)C(C(=O)OC)C1CCn2c1cc1c(SC)nccc12. Reaction SMILES: [C:43]([CH2:44][C:45](=[O:46])[O:47][CH3:48])(=[O:49])[O:50][CH3:51].[CH2:52]1[O:53][CH2:54][CH2:55][CH2:56]1.[CH3:17][Si:18]([N-:19][Si:20]([CH3:21])([CH3:22])[CH3:23])([CH3:24])[CH3:25].[CH3:1][S:2][c:3]1[n:4][cH:5][cH:6][c:7]2[c:8]1[cH:9][c:10]1[n:14]2[CH2:13][CH2:12][CH:11]1[OH:15].[Na+:16].[P:26]([Cl:27])([O:28][c:29]1[cH:30][cH:31][cH:32][cH:33][cH:34]1)([O:35][c:36]1[cH:37][cH:38][cH:39][cH:40][cH:41]1)=[O:42]>>[CH3:1][S:2][c:3]1[n:4][cH:5][cH:6][c:7]2[c:8]1[cH:9][c:10]1[n:14]2[CH2:13][CH2:12][CH:11]1[CH:44]([C:43](=[O:49])[O:50][CH3:51])[C:45](=[O:46])[O:47][CH3:48]. Starting materials: CNC1=C(C=C(C=C1)[N+](=O)[O-])CCO (N-methyl-2-(2-hydroxyethyl)-4-nitrobenzenamine), C(C=C)Br (allyl bromide). The solvent is C([O-])([O-])=O.[Na+].[Na+] (sodium carbonate), CN1CCCC1=O (NMP). Product: C(C=C)N(C1=C(C=C(C=C1)[N+](=O)[O-])CCO)C (N-allyl-N-methyl-2-(2-hydroxyethyl)-4-nitrobenzenamine). As a reaction SMILES: [CH3:1][NH:2][C:3]1[CH:8]=[CH:7][C:6]([N+:9]([O-:11])=[O:10])=[CH:5][C:4]=1[CH2:12][CH2:13][OH:14].[CH2:15](Br)[CH:16]=[CH2:17]>CN1C(=O)CCC1.C(=O)([O-])[O-].[Na+].[Na+]>[CH2:15]([N:2]([CH3:1])[C:3]1[CH:8]=[CH:7][C:6]([N+:9]([O-:11])=[O:10])=[CH:5][C:4]=1[CH2:12][CH2:13][OH:14])[CH:16]=[CH2:17] |f:3.4.5|. Reported procedure: To a solution of N-methyl-2-(2-hydroxyethyl)-4-nitrobenzenamine (4.90 g, 0.025 mol) in NMP (15 ml) is added allyl bromide (4.55 g, 0.037 mol) at room temperature. The mixture is heated to 85°-90° C. for 6 hours and cooled to room temperature. The mixture is diluted with 1M sodium carbonate solution (250 ml) and extracted with ether twice (250 and 150 ml portions). The extracts are washed with water twice, dried over potassium carbonate and concentrated to a solid. The solid is purified by chroma... The reactants are BrC=1C=C2CCOC(C2=CC1OC)C(=O)N(OC)C (6-bromo-N-methyl-N,7-bis(methyloxy)-3,4-dihydro-1H-isochromene-1-carboxamide), CC(C)C[AlH]CC(C)C (DIBAL-H). Run in C1CCOC1 (THF). Run at temperature -78 celsius, time 1 hour. Yields the product BrC=1C=C2CCOC(C2=CC1OC)C=O (6-bromo-7-(methyloxy)-3,4-dihydro-1H-isochromene-1-carbaldehyde). RXN SMILES: [Br:1][C:2]1[CH:3]=[C:4]2[C:9](=[CH:10][C:11]=1[O:12][CH3:13])[CH:8]([C:14](N(C)OC)=[O:15])[O:7][CH2:6][CH2:5]2.CC(C[AlH]CC(C)C)C>C1COCC1>[Br:1][C:2]1[CH:3]=[C:4]2[C:9](=[CH:10][C:11]=1[O:12][CH3:13])[CH:8]([CH:14]=[O:15])[O:7][CH2:6][CH2:5]2. Procedure: A solution of 6-bromo-N-methyl-N,7-bis(methyloxy)-3,4-dihydro-1H-isochromene-1-carboxamide (800 mg, 2.4 mmol) in 20 mL of anhydrous THF was cooled to −78° C. and then DIBAL-H (4.8 mL, 4.8 mmol, 1M) was added. The mixture was stirred at −78° C. for 1 h. The reaction was quenched with water and extracted with DCM. The orgainc layer was washed with brine, dried over anhydrous sodium sulfate and concentrated. The resulting 6-bromo-7-(methyloxy)-3,4-dihydro-1H-isochromene-1-carbaldehyde was used with... The reactants are CC1=NOC(=C1C=1C=CC(=C2NC(COC21)C2=CC=CC=C2)C(=O)OC)C (methyl 8-(3,5-dimethylisoxazol-4-yl)-3-phenyl-3,4-dihydro-2H-1,4-benzoxazine-5-carboxylate), [AlH4-].[Li+] (lithium tetrahydroaluminate). Solvent: O1CCCC1 (tetrahydrofuran), C1CCOC1 (THF). Run at temperature 0 celsius, time 15 minute. The product is CC1=NOC(=C1C1=CC=C(C=2NC(COC21)C2=CC=CC=C2)CO)C ([8-(3,5-Dimethylisoxazol-4-yl)-3-phenyl-3,4-dihydro-2H-1,4-benzoxazin-5-yl]methanol). Isolated yield 93.8%. Reaction SMILES: [CH3:1][C:2]1[C:6]([C:7]2[CH:8]=[CH:9][C:10]([C:23](OC)=[O:24])=[C:11]3[C:16]=2[O:15][CH2:14][CH:13]([C:17]2[CH:22]=[CH:21][CH:20]=[CH:19][CH:18]=2)[NH:12]3)=[C:5]([CH3:27])[O:4][N:3]=1.[AlH4-].[Li+]>O1CCCC1>[CH3:1][C:2]1[C:6]([C:7]2[C:16]3[O:15][CH2:14][CH:13]([C:17]4[CH:22]=[CH:21][CH:20]=[CH:19][CH:18]=4)[NH:12][C:11]=3[C:10]([CH2:23][OH:24])=[CH:9][CH:8]=2)=[C:5]([CH3:27])[O:4][N:3]=1 |f:1.2|. Procedure details: A solution of methyl 8-(3,5-dimethylisoxazol-4-yl)-3-phenyl-3,4-dihydro-2H-1,4-benzoxazine-5-carboxylate (0.150 g, 0.412 mmol) in tetrahydrofuran (4.50 mL) at 0° C. was treated with 1.0 M lithium tetrahydroaluminate in THF (0.823 mL, 0.823 mmol) dropwise. After complete addition the mixture was stirred at 0° C. for 15 min. The reaction mixture was quenched with saturated ammonium chloride solution (20 mL), warmed to R.T., and extracted with ethyl acetate (2×20 mL). The combined organic extracts ... Starting materials: Br.BrCC(=O)C1=CC=NC=C1 (α-bromo-4-acetylpyridine hydrobromide), [S-]C#N.[K+] (potassium thiocyanate), Cl (hydrochloric acid), O (water). Run in C(C)O (ethanol). Conditions: time 5 hour. The product is OC=1SC=C(N1)C1=CC=NC=C1 (2-hydroxy-4-(4-pyridyl)thiazole). Reaction SMILES: Br.Br[CH2:3][C:4]([C:6]1[CH:11]=[CH:10][N:9]=[CH:8][CH:7]=1)=O.[S-:12][C:13]#[N:14].[K+].Cl.[OH2:17]>C(O)C>[OH:17][C:13]1[S:12][CH:3]=[C:4]([C:6]2[CH:11]=[CH:10][N:9]=[CH:8][CH:7]=2)[N:14]=1 |f:0.1,2.3|. Reported procedure: A mixture of α-bromo-4-acetylpyridine hydrobromide (140.0 g, 0.50 mol) and potassium thiocyanate (53.4 g, 0.55 mol) in absolute ethanol (1500 mL) was heated to reflux for two hours. To the resulting mixture was added concentrated hydrochloric acid (250 mL) and water (500 mL) and reflux continued for five hours. After cooling, the crystallized solid was collected by filtration and washed with ethanol. The resulting material was suspended in water and neutralized with aqueous sodium bicarbonate to... Reactants: CO, COC(=O)c1ccc(C(O)C=Cc2cccc(O)c2)cc1Cl, [Na+], C1CCOC1, [OH-]. Product: O=C(O)c1ccc(C(O)C=Cc2cccc(O)c2)cc1Cl. As a reaction SMILES: [CH3:30][OH:31].[CH3:3][O:4][C:5]([c:6]1[c:7]([Cl:23])[cH:8][c:9]([CH:12]([CH:13]=[CH:14][c:15]2[cH:16][c:17]([OH:21])[cH:18][cH:19][cH:20]2)[OH:22])[cH:10][cH:11]1)=[O:24].[Na+:2].[O:25]1[CH2:26][CH2:27][CH2:28][CH2:29]1.[OH-:1]>>[O:4]=[C:5]([c:6]1[c:7]([Cl:23])[cH:8][c:9]([CH:12]([CH:13]=[CH:14][c:15]2[cH:16][c:17]([OH:21])[cH:18][cH:19][cH:20]2)[OH:22])[cH:10][cH:11]1)[OH:24].